From a dataset of the Open Reaction Database (ORD), a public repository of structured organic reaction records. describe an organic reaction: reactants, conditions, products, and yield Isolated yield 44.0%. Product: C1=CC=CC=2C3C4=CC=CC=C4C(C12)(C3)CN3CCC(CC3)(O)C=3C=NC1=CC=CC=C1C3 (1-(9,10-Dihydro-9,10-methanoanthracen-9-ylmethyl)-4-(3-quinolinyl)piperidin-4-ol), free base. Reactants: C1=CC=CC=2C3C4=CC=CC=C4C(C12)(C3)CN3CCC(CC3)=O (1-(9,10-dihydro-9,10-methanoanthracen-9-ylmethyl)-4-piperidinone), BrC=1C=NC2=CC=CC=C2C1 (3-bromoquinoline). Procedure details: Using a procedure similar to that described in example 1 except starting with 1-(9,10-dihydro-9,10-methanoanthracen-9-ylmethyl)-4-piperidinone (described in example 5d) and employing 3-bromoquinoline, the title compound was formed in 44% yield as a white solid, mp 205°-207° C. free base: 1H NMR (CDCl3, 300 MHz) 9.06 (d, J=3.6 Hz, 1H), 8.20 (d, J=3.0 Hz, 1H), 8.08 (d, J=8.1Hz, 1H), 7.80 (d, J=8.1Hz, 1H), 7.68 (dd, J=6.0, 5.9 Hz, 1H), 7.54 (dd, J=8.5, 9.0 Hz, 1H), 7.23 (m, 4H), 6.94 (m, 4H), 4.30 ... RXN SMILES: [CH:1]1[C:14]2[C:13]3([CH2:16][N:17]4[CH2:22][CH2:21][C:20](=[O:23])[CH2:19][CH2:18]4)[CH2:15][CH:6]([C:7]4[C:12]3=[CH:11][CH:10]=[CH:9][CH:8]=4)[C:5]=2[CH:4]=[CH:3][CH:2]=1.Br[C:25]1[CH:26]=[N:27][C:28]2[C:33]([CH:34]=1)=[CH:32][CH:31]=[CH:30][CH:29]=2>>[CH:11]1[C:12]2[C:13]3([CH2:16][N:17]4[CH2:22][CH2:21][C:20]([C:25]5[CH:26]=[N:27][C:28]6[C:33]([CH:34]=5)=[CH:32][CH:31]=[CH:30][CH:29]=6)([OH:23])[CH2:19][CH2:18]4)[CH2:15][CH:6]([C:5]4[C:14]3=[CH:1][CH:2]=[CH:3][CH:4]=4)[C:7]=2[CH:8]=[CH:9][CH:10]=1. The reactants are BrCC(=O)C=1C=C(SC1C)C(=S)OC (Methyl 4-(2-bromoacetyl)-5-methylthiothiophene-2-carboxylate), CC1=C(C=CC=C1Cl)NC(=S)N (2-methyl-3-chlorophenyl thiourea). Yields the product Br.ClC=1C(=C(C=CC1)NC=1SC=C(N1)C=1C=C(SC1C)C(=S)OC)C (methyl 4-{2-[(3-chloro-2-methylphenyl)amino](1,3-thiazol-4-yl)}-5-methylthiothiophene-2-carboxylate hydrobromide). Isolated yield 68.4%. RXN SMILES: [Br:1][CH2:2][C:3]([C:5]1[CH:6]=[C:7]([C:11]([O:13][CH3:14])=[S:12])[S:8][C:9]=1[CH3:10])=O.[CH3:15][C:16]1[C:21]([Cl:22])=[CH:20][CH:19]=[CH:18][C:17]=1[NH:23][C:24]([NH2:26])=[S:25]>>[BrH:1].[Cl:22][C:21]1[C:16]([CH3:15])=[C:17]([NH:23][C:24]2[S:25][CH:2]=[C:3]([C:5]3[CH:6]=[C:7]([C:11]([O:13][CH3:14])=[S:12])[S:8][C:9]=3[CH3:10])[N:26]=2)[CH:18]=[CH:19][CH:20]=1 |f:2.3|. Procedure: Methyl 4-(2-bromoacetyl)-5-methylthiothiophene-2-carboxylate (60 mg, 0.19 mmol) was allowed to react with 2-methyl-3-chlorophenyl thiourea (39 mg) as described in Example 154, step (a) to give 61.8 mg (66% yield) of methyl 4-{2-[(3-chloro-2-methylphenyl)amino](1,3-thiazol-4-yl)}-5-methylthiothiophene-2-carboxylate hydrobromide. Mass Spectrum (ESI) m/z calcd. for C17H15ClN2O2S3, 410.96 (M+H), found 411.1.